From a dataset of the Open Reaction Database (ORD), a public repository of structured organic reaction records. describe an organic reaction: reactants, conditions, products, and yield Starting materials: COC(CCC=1C(N(CC1)CC1=CC=C(C=C1)NC(C1=CC=CC=C1)=O)=O)=O (3-[1-(4-benzoylamino-benzyl)-2-oxo-2,5-dihydro-1H-pyrrol-3-yl]-propionic acid methyl ester), C(C)(=O)O (acetic acid), CO (methanol), methanolic suspension, NO[K] (NH2OK). Solvent: CO.C(Cl)(Cl)Cl (methanol chloroform). Reaction conditions: temperature 0 celsius, time 8 hour. Yields the product ONC(=O)CCC=1C(N(CC1)CC1=CC=C(C=C1)NC(C1=CC=CC=C1)=O)=O (N-{4-[3-(2-hydroxycarbamoyl-ethyl)-2-oxo-2,5-dihydro-pyrrole-1-yl-methyl]-phenyl}-benzamide). Isolated yield 45.6%. Reaction SMILES: C[O:2][C:3](=O)[CH2:4][CH2:5][C:6]1[C:7](=[O:27])[N:8]([CH2:11][C:12]2[CH:17]=[CH:16][C:15]([NH:18][C:19](=[O:26])[C:20]3[CH:25]=[CH:24][CH:23]=[CH:22][CH:21]=3)=[CH:14][CH:13]=2)[CH2:9][CH:10]=1.CO.[NH2:31][O:32][K].C(O)(=O)C>CO.C(Cl)(Cl)Cl>[OH:32][NH:31][C:3]([CH2:4][CH2:5][C:6]1[C:7](=[O:27])[N:8]([CH2:11][C:12]2[CH:17]=[CH:16][C:15]([NH:18][C:19](=[O:26])[C:20]3[CH:21]=[CH:22][CH:23]=[CH:24][CH:25]=3)=[CH:14][CH:13]=2)[CH2:9][CH:10]=1)=[O:2] |f:4.5|. Reported procedure: 7 mg of compound (i) prepared by the above Step 2 was dissolved in methanol solution (0.02 mmol) and then 1.7 M methanolic suspension solution containing NH2OK (0.4 ml, 0.68 mmol) was added thereto at 0° C. and the resulting mixture was stirred for 8 hrs at room temperature. The resulting mixture was neutralized with 0.01 ml of acetic acid, diluted with 10% methanol/chloroform solution, filtered and concentrated in vacuo. The resulting compound was purified by Silica gel column chromatography wi... Conditions: time 30 minute. Procedure: 1.05 g (6.5 mmol) of N,N'-carbonylimidazole are added under a nitrogen atmosphere to 1.875 g (5 mmol) of the compound from Example 95 dissolved in 20 ml of dry tetrahydrofuran and the mixture is stirred for 30 minutes at room temperature. It is subsequently heated to reflux for 30 minutes, a solution of 0.87 ml (10 mmol) of morpholine in 5 ml of dry tetrahydrofuran is added and it is heated to boiling for a further 2 hours. After cooling to room temperature, the mixture is concentrated in vacuo ... Run in O1CCCC1 (tetrahydrofuran), O1CCCC1 (tetrahydrofuran). Yields the product C(C)(C)C=1NC(=C(C(C1C(=O)OCC)C1=CC=C(C=C1)F)C(=O)N1CCOCC1)C(C)C (Ethyl 1,4-dihydro-2,6-diisopropyl-4-(4-fluorophenyl)-5-morpholinocarbonyl-pyridine-3-carboxylate). Reaction SMILES: [CH:1]([C:4]1[NH:5][C:6]([CH:25]([CH3:27])[CH3:26])=[C:7]([C:22]([O-:24])=O)[CH:8]([C:15]2[CH:20]=[CH:19][C:18]([F:21])=[CH:17][CH:16]=2)[C:9]=1[C:10]([O:12][CH2:13][CH3:14])=[O:11])([CH3:3])[CH3:2].[NH:28]1[CH2:33][CH2:32][O:31][CH2:30][CH2:29]1>O1CCCC1>[CH:1]([C:4]1[NH:5][C:6]([CH:25]([CH3:27])[CH3:26])=[C:7]([C:22]([N:28]2[CH2:33][CH2:32][O:31][CH2:30][CH2:29]2)=[O:24])[CH:8]([C:15]2[CH:20]=[CH:19][C:18]([F:21])=[CH:17][CH:16]=2)[C:9]=1[C:10]([O:12][CH2:13][CH3:14])=[O:11])([CH3:3])[CH3:2]. Reactants: N,N'-carbonylimidazole, C(C)(C)C=1NC(=C(C(C1C(=O)OCC)C1=CC=C(C=C1)F)C(=O)[O-])C(C)C (3-Ethyl 1,4-dihydro-2,6-diisopropyl-4-(4-fluorophenyl)pyridine-3,5-dicarboxylate), N1CCOCC1 (morpholine).